This data is from the Open Reaction Database (ORD), a public repository of structured organic reaction records. The task is: describe an organic reaction: reactants, conditions, products, and yield Starting materials: O (water), C(C)P(OCCCC)(=O)CC(C)C#N (butyl ethyl(2-cyano-2-methylethyl)phosphinate), [H-].[Al+3].[Li+].[H-].[H-].[H-] (lithium aluminum hydride). The solvent is C(C)OCC (diethyl ether), C(C)OCC (diethyl ether), C(C)OCC (diethyl ether). The product is C(C)P(OCCCC)(=O)CC(CN)C (butyl ethyl(2-methyl-3-aminopropyl)phosphinate). The yield is 85.0%. RXN SMILES: [H-].[Al+3].[Li+].[H-].[H-].[H-].[CH2:7]([P:9]([CH2:16][CH:17]([C:19]#[N:20])[CH3:18])(=[O:15])[O:10][CH2:11][CH2:12][CH2:13][CH3:14])[CH3:8].O>C(OCC)C>[CH2:7]([P:9]([CH2:16][CH:17]([CH3:18])[CH2:19][NH2:20])(=[O:15])[O:10][CH2:11][CH2:12][CH2:13][CH3:14])[CH3:8] |f:0.1.2.3.4.5|. Procedure: At room temperature, 2.3 g (0.06 mol) of lithium aluminum hydride in 100 ml absolute diethyl ether in a three-neck flask equipped with stirrer, dropping funnel and high-performance condenser are, while continuously stirring, admixed with a solution of 21.7 g (0.1 mol) of butyl ethyl(2-cyano-2-methylethyl)phosphinate (produced similarly to Example 10) in 100 ml of diethyl ether added dropwise at such a rate that there is a moderate boil of the diethyl ether. This is followed by refluxing for 1 ho... The reactants are CCO, CCOC(OCC)OCC, Cl, [K+], [K+], O=C([O-])[O-], O=Cc1cccs1. Yields the product CCOC(OCC)c1cccs1. Reaction SMILES: [CH3:25][CH2:26][OH:27].[CH:8]([O:9][CH2:10][CH3:11])([O:12][CH2:13][CH3:14])[O:15][CH2:16][CH3:17].[ClH:18].[K+:19].[K+:20].[O-:21][C:22]([O-:23])=[O:24].[s:1]1[c:2]([CH:6]=[O:7])[cH:3][cH:4][cH:5]1>>[s:1]1[c:2]([CH:8]([O:12][CH2:13][CH3:14])[O:15][CH2:16][CH3:17])[cH:3][cH:4][cH:5]1. The product is C(C)(C)(C)OC([C@@H](NC(=O)C1(CCCC1)C[C@@H](CNC([C@@H](NCC)CCCCNC(=O)OC(C)(C)C)=O)C(=O)OC(C)(C)C)CC1=CC=C(C=C1)OC(C)(C)C)=O (N-{1-[2-(S)-t-Butyloxycarbonyl-3(N6 -t-butyloxycarbonyl-N2 -ethyl-(S)-lysylamino)propyl]-1-cyclopentanecarbonyl}-O-t-butyl-(S)-tyrosine-t-butyl ester). Solvent: C(C)O (ethanol). Conditions: time 1.5 hour. Reported procedure: Sodium cyanoborohydride (45 mg) was added in one portion to a stirred, ice cold solution of N-{1-[2-(S)-t-butyloxycarbonyl-3(N6 -t-butyloxycarbonyl-(S)-lysylamino)propyl]-1-cyclopentanecarbonyl}O-t-butyl-(S)-tyrosine-t-butyl ester (507 mg) and acetaldehyde (31 mg) in aqueous ethanol (80%, 10 ml) and the pH adjusted to 5 with 1N hydrochloric acid. The resulting solution was allowed to warm to room temperature and stirred for 1.5 hours. The reaction mixture was evaporated to dryness and the residu... Yield: 70.4%. As a reaction SMILES: C([BH3-])#N.[Na+].[C:5]([O:9][C:10](=[O:59])[C@H:11]([CH2:47][C:48]1[CH:53]=[CH:52][C:51]([O:54][C:55]([CH3:58])([CH3:57])[CH3:56])=[CH:50][CH:49]=1)[NH:12][C:13]([C:15]1([CH2:20][C@H:21]([C:40]([O:42][C:43]([CH3:46])([CH3:45])[CH3:44])=[O:41])[CH2:22][NH:23][C:24](=[O:39])[C@H:25]([CH2:27][CH2:28][CH2:29][CH2:30][NH:31][C:32]([O:34][C:35]([CH3:38])([CH3:37])[CH3:36])=[O:33])[NH2:26])[CH2:19][CH2:18][CH2:17][CH2:16]1)=[O:14])([CH3:8])([CH3:7])[CH3:6].[CH:60](=O)[CH3:61].Cl>C(O)C>[C:5]([O:9][C:10](=[O:59])[C@H:11]([CH2:47][C:48]1[CH:49]=[CH:50][C:51]([O:54][C:55]([CH3:58])([CH3:57])[CH3:56])=[CH:52][CH:53]=1)[NH:12][C:13]([C:15]1([CH2:20][C@H:21]([C:40]([O:42][C:43]([CH3:44])([CH3:45])[CH3:46])=[O:41])[CH2:22][NH:23][C:24](=[O:39])[C@H:25]([CH2:27][CH2:28][CH2:29][CH2:30][NH:31][C:32]([O:34][C:35]([CH3:36])([CH3:37])[CH3:38])=[O:33])[NH:26][CH2:60][CH3:61])[CH2:16][CH2:17][CH2:18][CH2:19]1)=[O:14])([CH3:6])([CH3:7])[CH3:8] |f:0.1|. The reactants are Cl (hydrochloric acid), C(#N)[BH3-].[Na+] (Sodium cyanoborohydride), C(C)(C)(C)OC([C@@H](NC(=O)C1(CCCC1)C[C@@H](CNC([C@@H](N)CCCCNC(=O)OC(C)(C)C)=O)C(=O)OC(C)(C)C)CC1=CC=C(C=C1)OC(C)(C)C)=O (N-{1-[2-(S)-t-butyloxycarbonyl-3(N6 -t-butyloxycarbonyl-(S)-lysylamino)propyl]-1-cyclopentanecarbonyl}O-t-butyl-(S)-tyrosine-t-butyl ester), C(C)=O (acetaldehyde). Starting materials: Cl[Sn]Cl (SnCl2), C1=C(C=CC=2C3=CC=CC=C3CC12)C(=C)N1CCCC1 ((1-fluoren-2-ylvinyl)pyrrolidine), C(C)(=O)C1=CC=2CC3=CC=CC=C3C2C=C1 (2-acetylfluorene), N1CCCC1 (pyrrolidine), CC1=NC(=C(C(=N1)Cl)[N+](=O)[O-])Cl (2-methyl-4,6-dichloro-5-nitropyrimidine), C(C)(C)N(C(C)C)CC (N,N-diisopropylethylamine), N1CCCCC1 (piperidine), Cl[Sn]Cl (SnCl2). Reagents/catalysts: Cl[Ti](Cl)(Cl)Cl (TiCl4). Solvent: CN(C)C=O (DMF), CCN(CC)CC (NEt3). Yields the product C1=C(C=CC=2C3=CC=CC=C3CC12)C1CC(CC(N1)C)C1=NC=C2C(N1)=CC=N2 (6-fluoren-2-yl-2-methyl-4-piperidylpyrrolo[3,2-d]pyrimidine). The yield is 18.0%. RXN SMILES: C1[C:13]2[CH2:12][C:11]3[C:6](=[CH:7][CH:8]=[CH:9]C=3)[C:5]=2C=CC=1C(N1CCCC1)=C.C([C:24]1[CH:36]=[CH:35][C:34]2C3C(=CC=CC=3)CC=2C=1)(=O)C.[NH:37]1[CH2:41][CH2:40][CH2:39][CH2:38]1.[CH3:42][C:43]1[N:48]=C(Cl)C([N+]([O-])=O)=[C:45](Cl)[N:44]=1.C([N:57]([CH2:61][CH3:62])[CH:58]([CH3:60])[CH3:59])(C)C.N1CCCC[CH2:64]1.Cl[Sn]Cl>CN(C=O)C.Cl[Ti](Cl)(Cl)Cl.CCN(CC)CC>[CH:7]1[C:6]2[CH2:5][C:13]3[C:12](=[CH:24][CH:36]=[CH:35][CH:34]=3)[C:11]=2[CH:64]=[CH:9][C:8]=1[CH:61]1[NH:57][CH:58]([CH3:59])[CH2:60][CH:42]([C:43]2[NH:48][C:40]3=[CH:39][CH:38]=[N:37][C:41]3=[CH:45][N:44]=2)[CH2:62]1. Reported procedure: Using the method described in Example 30 by employing (1-fluoren-2-ylvinyl)pyrrolidine (freshly prepared before use from 2-acetylfluorene (Aldrich Chemical Company), pyrrolidine and TiCl4 (1.27 g, 4.86 mmol), 2-methyl-4,6-dichloro-5-nitropyrimidine (Example 76(b)) (1.01 g, 4.86 mmol), N,N-diisopropylethylamine (0.9 mL, 4.86 mmol), piperidine (0.8 mL, 7.8 mmol), NEt3 (1.0 mL) and SnCl2 (15 mL of a 2 M soln in DMF). In this example the reaction mixture was stirred at room temperature for 48 h afte...